From a dataset of the Open Reaction Database (ORD), a public repository of structured organic reaction records. describe an organic reaction: reactants, conditions, products, and yield Starting materials: CCO, BrC1CCCC1, [K+], [K+], O=C([O-])[O-], O, COc1cccc(C=O)c1O. Yields the product COc1cccc(C=O)c1OC1CCCC1. Reaction SMILES: [CH3:24][CH2:25][OH:26].[CH:18]1([Br:23])[CH2:19][CH2:20][CH2:21][CH2:22]1.[K+:12].[K+:13].[O-:14][C:15]([O-:16])=[O:17].[OH2:27].[OH:1][c:2]1[c:3]([CH:4]=[O:5])[cH:6][cH:7][cH:8][c:9]1[O:10][CH3:11]>>[O:1]([c:2]1[c:3]([CH:4]=[O:5])[cH:6][cH:7][cH:8][c:9]1[O:10][CH3:11])[CH:18]1[CH2:19][CH2:20][CH2:21][CH2:22]1. The reactants are C(C)(C)(C)OC(=O)N/C=1/C\C(=C/C2=C(\N1)C=C(C=C2)C2=CC=C(C=C2)CC(=O)OCC(C)C)\C(N(CCC)CCCO[Si](C)(C)C(C)(C)C)=O (Isobutyl 2-(4-((1E,4E)-2-(tert-butoxycarbonylamino)-4-((3-(tert-butyldimethylsilyloxy)propyl)(propyl)carbamoyl)-3H-benzo[b]azepin-8-yl)phenyl)acetate). Run in ClCCl (dichloromethane), C(=O)(C(F)(F)F)O (TFA). Reaction conditions: time 1 hour. Product: N/C=1/C\C(=C/C2=C(\N1)C=C(C=C2)C2=CC=C(C=C2)CC(=O)OCC(C)C)\C(N(CCC)CCCO)=O (isobutyl 2-(4-((1E,4E)-2-amino-4-((3-hydroxypropyl)(propyl)carbamoyl)-3H-benzo[b]azepin-8-yl)phenyl)acetate). Reaction SMILES: C(OC([NH:8][C:9]1[CH2:10][C:11]([C:34](=[O:50])[N:35]([CH2:39][CH2:40][CH2:41][O:42][Si](C(C)(C)C)(C)C)[CH2:36][CH2:37][CH3:38])=[CH:12][C:13]2[CH:19]=[CH:18][C:17]([C:20]3[CH:25]=[CH:24][C:23]([CH2:26][C:27]([O:29][CH2:30][CH:31]([CH3:33])[CH3:32])=[O:28])=[CH:22][CH:21]=3)=[CH:16][C:14]=2[N:15]=1)=O)(C)(C)C>ClCCl.C(O)(C(F)(F)F)=O>[NH2:8][C:9]1[CH2:10][C:11]([C:34](=[O:50])[N:35]([CH2:39][CH2:40][CH2:41][OH:42])[CH2:36][CH2:37][CH3:38])=[CH:12][C:13]2[CH:19]=[CH:18][C:17]([C:20]3[CH:21]=[CH:22][C:23]([CH2:26][C:27]([O:29][CH2:30][CH:31]([CH3:33])[CH3:32])=[O:28])=[CH:24][CH:25]=3)=[CH:16][C:14]=2[N:15]=1. Procedure: Isobutyl 2-(4-((1E,4E)-2-(tert-butoxycarbonylamino)-4-((3-(tert-butyldimethylsilyloxy)propyl)(propyl)carbamoyl)-3H-benzo[b]azepin-8-yl)phenyl)acetate) was dissolved in 2 mls of dichloromethane and 0.5 ml of TFA. After about one hour, the mixture was concentrated under reduced pressure and the resulting residue was then re-dissolved in dichloromethane and 1 ml of concentrated ammonium hydroxide added and the mixture vigorously stirred for 15 minutes. This mixture was then diluted with water, extr... Reactants: ClCCCl, ClCCl, Nc1nnc(-c2ccc(F)cc2)s1, NS(=O)(=O)c1cc(Cl)c(Cl)c(C(=O)O)c1, On1nnc2cccnc21. Product: NS(=O)(=O)c1cc(Cl)c(Cl)c(C(=O)Nc2nnc(-c3ccc(F)cc3)s2)c1. RXN SMILES: [CH2:29]([Cl:30])[CH2:31][Cl:32].[Cl:43][CH2:44][Cl:45].[F:16][c:17]1[cH:18][cH:19][c:20](-[c:23]2[n:24][n:25][c:26]([NH2:28])[s:27]2)[cH:21][cH:22]1.[NH2:1][S:2](=[O:3])(=[O:4])[c:5]1[cH:6][c:7]([Cl:15])[c:8]([Cl:14])[c:9]([C:10](=[O:11])[OH:12])[cH:13]1.[OH:33][n:34]1[c:35]2[n:36][cH:37][cH:38][cH:39][c:40]2[n:41][n:42]1>>[NH2:1][S:2](=[O:3])(=[O:4])[c:5]1[cH:6][c:7]([Cl:15])[c:8]([Cl:14])[c:9]([C:10](=[O:12])[NH:28][c:26]2[n:25][n:24][c:23](-[c:20]3[cH:19][cH:18][c:17]([F:16])[cH:22][cH:21]3)[s:27]2)[cH:13]1. Starting materials: C1CCOC1, C[Si](C)(C)[N-][Si](C)(C)C, ClCCl, COc1ccc(CN(Cc2ccc(OC)cc2)c2nc(C)nc(-c3cc(C(C)c4ccc(S(C)(=O)=O)cc4)cnc3F)n2)cc1, COc1ncc(N)cc1F, [Li+], O. RXN SMILES: [CH2:67]1[O:68][CH2:69][CH2:70][CH2:71]1.[CH3:56][Si:57]([N-:58][Si:59]([CH3:60])([CH3:61])[CH3:62])([CH3:63])[CH3:64].[Cl:72][CH2:73][Cl:74].[F:1][c:2]1[n:3][cH:4][c:5]([CH:34]([CH3:35])[c:36]2[cH:37][cH:38][c:39]([S:42](=[O:43])(=[O:44])[CH3:45])[cH:40][cH:41]2)[cH:6][c:7]1-[c:8]1[n:9][c:10]([N:15]([CH2:16][c:17]2[cH:18][cH:19][c:20]([O:23][CH3:24])[cH:21][cH:22]2)[CH2:25][c:26]2[cH:27][cH:28][c:29]([O:32][CH3:33])[cH:30][cH:31]2)[n:11][c:12]([CH3:14])[n:13]1.[F:46][c:47]1[cH:48][c:49]([NH2:55])[cH:50][n:51][c:52]1[O:53][CH3:54].[Li+:65].[OH2:66]>>[c:2]1([NH:55][c:49]2[cH:48][c:47]([F:46])[c:52]([O:53][CH3:54])[n:51][cH:50]2)[n:3][cH:4][c:5]([CH:34]([CH3:35])[c:36]2[cH:37][cH:38][c:39]([S:42](=[O:43])(=[O:44])[CH3:45])[cH:40][cH:41]2)[cH:6][c:7]1-[c:8]1[n:9][c:10]([N:15]([CH2:16][c:17]2[cH:18][cH:19][c:20]([O:23][CH3:24])[cH:21][cH:22]2)[CH2:25][c:26]2[cH:27][cH:28][c:29]([O:32][CH3:33])[cH:30][cH:31]2)[n:11][c:12]([CH3:14])[n:13]1. Product: COc1ccc(CN(Cc2ccc(OC)cc2)c2nc(C)nc(-c3cc(C(C)c4ccc(S(C)(=O)=O)cc4)cnc3Nc3cnc(OC)c(F)c3)n2)cc1. The reactants are [Si](C)(C)(C(C)(C)C)O[C@H]1C[C@H]([C@H](CC1)N1C([C@H](CC1)NC(OCC1=CC=CC=C1)=O)=O)C(C)C (Benzyl (S)-1-((1S,2S,4R)-4-(tert-butyldimethylsilyloxy)-2-isopropylcyclohexyl)-2-oxopyrrolidin-3-ylcarbamate). The solvent is CC(=O)O.C1CCOC1.O (AcOH THF H2O), CC(=O)O.C1CCOC1.O (AcOH THF H2O). Run at time 72 hour. Yields the product O[C@H]1C[C@H]([C@H](CC1)N1C([C@H](CC1)NC(OCC1=CC=CC=C1)=O)=O)C(C)C (benzyl (S)-1-((1S,2S,4R)-4-hydroxy-2-isopropylcyclohexyl)-2-oxopyrrolidin-3-ylcarbamate). Isolated yield 97.9%. As a reaction SMILES: [Si]([O:8][C@@H:9]1[CH2:14][CH2:13][C@H:12]([N:15]2[CH2:19][CH2:18][C@H:17]([NH:20][C:21](=[O:30])[O:22][CH2:23][C:24]3[CH:29]=[CH:28][CH:27]=[CH:26][CH:25]=3)[C:16]2=[O:31])[C@H:11]([CH:32]([CH3:34])[CH3:33])[CH2:10]1)(C(C)(C)C)(C)C>CC(O)=O.C1COCC1.O>[OH:8][C@@H:9]1[CH2:14][CH2:13][C@H:12]([N:15]2[CH2:19][CH2:18][C@H:17]([NH:20][C:21](=[O:30])[O:22][CH2:23][C:24]3[CH:25]=[CH:26][CH:27]=[CH:28][CH:29]=3)[C:16]2=[O:31])[C@H:11]([CH:32]([CH3:34])[CH3:33])[CH2:10]1 |f:1.2.3|. Procedure: Benzyl (S)-1-((1S,2S,4R)-4-(tert-butyldimethylsilyloxy)-2-isopropylcyclohexyl)-2-oxopyrrolidin-3-ylcarbamate (1.0 g) was dissolved in a 4/1/1 mixture of AcOH/THF/H2O (60 mL). After 72 h, additional 4/1/1 mixture of AcOH/THF/H2O (30 mL) was added. This solution was stirred an additional 24 h before it was concentrated. The residue was dissolved in EtOAc and washed with saturated NaHCO3, dried (MgSO4), filtered, and concentrated in vacuo to afford benzyl (S)-1-((1S,2S,4R)-4-hydroxy-2-isopropylcycl... The reactants are C(CC=1C(C(=O)OC)=CC=CC1)(=O)OC (dimethyl homophthalate), BrC1=C(C=O)C=CC(=C1)[N+](=O)[O-] (2-bromo-4-nitrobenzaldehyde). Yields the product [N+](=O)([O-])C=1C=C2C=3C=CC=C4C3C(=CC2=CC1)C(=O)OC4=O (6-Nitrophenanthrene-1,10-dicarboxylic Anhydride). RXN SMILES: [C:1]([O:14]C)(=[O:13])[CH2:2][C:3]1[C:4](=[CH:9][CH:10]=[CH:11][CH:12]=1)[C:5]([O:7]C)=O.Br[C:17]1[CH:24]=[C:23]([N+:25]([O-:27])=[O:26])[CH:22]=[CH:21][C:18]=1[CH:19]=O>>[N+:25]([C:23]1[CH:24]=[C:17]2[C:18](=[CH:21][CH:22]=1)[CH:19]=[C:2]1[C:1]([O:14][C:5](=[O:7])[C:4]3[C:3]1=[C:12]2[CH:11]=[CH:10][CH:9]=3)=[O:13])([O-:27])=[O:26]. Reported procedure: As described in example 50, the following compounds were prepared from dimethyl homophthalate and 2-bromo-4-nitrobenzaldehyde (Dandegaonker, S. H. J. Ind. Chem. Soc. 1969, 46, 148): Starting materials: ClC1=C2C(=NC(=C1)C)N(C=C2I)C (4-chloro-3-iodo-1,6-dimethyl-1H-pyrrolo[2,3-b]pyridine), N1(CCCC1)C=1C=C(C=CC1)B(O)O ((3-(pyrrolidin-1-yl)phenyl)boronic acid), C([O-])([O-])=O.[Na+].[Na+] (sodium carbonate). Reagents/catalysts: Cl[Pd]([P](C1=CC=CC=C1)(C2=CC=CC=C2)C3=CC=CC=C3)([P](C4=CC=CC=C4)(C5=CC=CC=C5)C6=CC=CC=C6)Cl (bis(triphenylphosphine)palladium(II) chloride). Solvent: C(C)(=O)OCC (ethyl acetate). Conditions: temperature 65 celsius. Product: ClC1=C2C(=NC(=C1)C)N(C=C2C2=CC(=CC=C2)N2CCCC2)C (4-chloro-1,6-dimethyl-3-(3-(pyrrolidin-1-yl)phenyl)-1H-pyrrolo[2,3-b]pyridine). Isolated yield 25.4%. As a reaction SMILES: [Cl:1][C:2]1[CH:7]=[C:6]([CH3:8])[N:5]=[C:4]2[N:9]([CH3:13])[CH:10]=[C:11](I)[C:3]=12.[N:14]1([C:19]2[CH:20]=[C:21](B(O)O)[CH:22]=[CH:23][CH:24]=2)[CH2:18][CH2:17][CH2:16][CH2:15]1.C(=O)([O-])[O-].[Na+].[Na+]>Cl[Pd](Cl)([P](C1C=CC=CC=1)(C1C=CC=CC=1)C1C=CC=CC=1)[P](C1C=CC=CC=1)(C1C=CC=CC=1)C1C=CC=CC=1.C(OCC)(=O)C>[Cl:1][C:2]1[CH:7]=[C:6]([CH3:8])[N:5]=[C:4]2[N:9]([CH3:13])[CH:10]=[C:11]([C:21]3[CH:22]=[CH:23][CH:24]=[C:19]([N:14]4[CH2:15][CH2:16][CH2:17][CH2:18]4)[CH:20]=3)[C:3]=12 |f:2.3.4,^1:36,55|. Procedure details: A mixture of 4-chloro-3-iodo-1,6-dimethyl-1H-pyrrolo[2,3-b]pyridine (D13) (500 mg, 1.631 mmol), (3-(pyrrolidin-1-yl)phenyl)boronic acid (374 mg, 1.957 mmol), bis(triphenylphosphine)palladium(II) chloride (114 mg, 0.163 mmol) and sodium carbonate (2M aq. solution) (8 mL, 16.00 mmol) was heated at 65° C. for 1 hour. The mixture was transferred to a separatory funnel with ethyl acetate (50 mL). The aqueous layer was extracted with ethyl acetate (30 mL×3). The organics were combined, dried over magn... Reactants: C([O-])([O-])=O.[K+].[K+] (Potassium carbonate), F[B-](F)(F)F.C(C)(C)(C)[PH+](C(C)(C)C)C(C)(C)C (tri-tert-butyl phosphonium tetrafluoroborate), BrC=1C=NC(=NC1)N1C=C(C2=CC=C(C=C12)C(=O)N1CCOCC1)SC ((1-(5-bromopyrimidin-2-yl)-3-(methylthio)-1H-indol-6-yl)(morpholino)-methanone), FC1=C(C=CC=C1)B(O)O ((2-fluorophenyl)boronic acid). Reagents/catalysts: C=1C=CC(=CC1)/C=C/C(=O)/C=C/C2=CC=CC=C2.C=1C=CC(=CC1)/C=C/C(=O)/C=C/C2=CC=CC=C2.C=1C=CC(=CC1)/C=C/C(=O)/C=C/C2=CC=CC=C2.[Pd].[Pd] (Pd2(dba)3). The solvent is C1CCOC1.O (THF water), C(C)(=O)OCC (ethyl acetate). Conditions: temperature 30 celsius, time 2 hour. The product is FC1=C(C=CC=C1)C=1C=NC(=NC1)N1C=C(C2=CC=C(C=C12)C(=O)N1CCOCC1)SC ((1-(5-(2-Fluorophenyl)pyrimidin-2-yl)-3-(methylthio)-1H-indol-6-yl)(morpholino)methanone). As a reaction SMILES: C(=O)([O-])[O-].[K+].[K+].F[B-](F)(F)F.C([PH+](C(C)(C)C)C(C)(C)C)(C)(C)C.Br[C:26]1[CH:27]=[N:28][C:29]([N:32]2[C:40]3[C:35](=[CH:36][CH:37]=[C:38]([C:41]([N:43]4[CH2:48][CH2:47][O:46][CH2:45][CH2:44]4)=[O:42])[CH:39]=3)[C:34]([S:49][CH3:50])=[CH:33]2)=[N:30][CH:31]=1.[F:51][C:52]1[CH:57]=[CH:56][CH:55]=[CH:54][C:53]=1B(O)O>C1COCC1.O.C(OCC)(=O)C.C1C=CC(/C=C/C(/C=C/C2C=CC=CC=2)=O)=CC=1.C1C=CC(/C=C/C(/C=C/C2C=CC=CC=2)=O)=CC=1.C1C=CC(/C=C/C(/C=C/C2C=CC=CC=2)=O)=CC=1.[Pd].[Pd]>[F:51][C:52]1[CH:57]=[CH:56][CH:55]=[CH:54][C:53]=1[C:26]1[CH:27]=[N:28][C:29]([N:32]2[C:40]3[C:35](=[CH:36][CH:37]=[C:38]([C:41]([N:43]4[CH2:48][CH2:47][O:46][CH2:45][CH2:44]4)=[O:42])[CH:39]=3)[C:34]([S:49][CH3:50])=[CH:33]2)=[N:30][CH:31]=1 |f:0.1.2,3.4,7.8,10.11.12.13.14|. Procedure: Potassium carbonate (5.73 g, 41.57 mmol, 3.0 eq), Pd2(dba)3 (1.26 g, 1.39 mmol, 0.1 eq) and tri-tert-butyl phosphonium tetrafluoroborate (0.2 g, 0.69 mmol, 0.05 eq) were added at room temperature under an argon atmosphere to a stirred solution of (1-(5-bromopyrimidin-2-yl)-3-(methylthio)-1H-indol-6-yl)(morpholino)-methanone (6.0 g, 13.85 mmol, 1.0 eq) and (2-fluorophenyl)boronic acid (2.31 g, 16.62 mmol, 1.2 eq) in THF/water (100 mL, 4:1). The mixture was stirred for 2 h at 30° C., diluted with ... Reactants: CC(C)(C)OC(=O)NC(Cc1cccc(C(F)C(C)(C)F)c1)C(O)c1ccc(F)cc1, O=C(O)C(F)(F)F. Yields the product CC(C)(F)C(F)c1cccc(CC(N)C(O)c2ccc(F)cc2)c1. As a reaction SMILES: [F:1][CH:2]([C:3]([CH3:4])([CH3:5])[F:6])[c:7]1[cH:8][c:9]([CH2:10][CH:11]([CH:12]([OH:13])[c:14]2[cH:15][cH:16][c:17]([F:20])[cH:18][cH:19]2)[NH:21][C:22](=[O:23])[O:24][C:25]([CH3:26])([CH3:27])[CH3:28])[cH:29][cH:30][cH:31]1.[OH:32][C:33]([C:34]([F:35])([F:36])[F:37])=[O:38]>>[F:1][CH:2]([C:3]([CH3:4])([CH3:5])[F:6])[c:7]1[cH:8][c:9]([CH2:10][CH:11]([CH:12]([OH:13])[c:14]2[cH:15][cH:16][c:17]([F:20])[cH:18][cH:19]2)[NH2:21])[cH:29][cH:30][cH:31]1.